Dataset: the Open Reaction Database (ORD), a public repository of structured organic reaction records. Task: describe an organic reaction: reactants, conditions, products, and yield Product: CCOC(=O)Cc1ccc(Nc2nc3ccccc3o2)cc1. The reactants are Clc1nc2ccccc2o1, CCOC(=O)Cc1ccc(N)cc1, O, Cc1ccccc1C. As a reaction SMILES: [Cl:1][c:2]1[o:3][c:4]2[c:5]([n:6]1)[cH:7][cH:8][cH:9][cH:10]2.[NH2:11][c:12]1[cH:13][cH:14][c:15]([CH2:18][C:19](=[O:20])[O:21][CH2:22][CH3:23])[cH:16][cH:17]1.[OH2:24].[c:25]1([CH3:26])[c:27]([CH3:28])[cH:29][cH:30][cH:31][cH:32]1>>[c:2]1([NH:11][c:12]2[cH:13][cH:14][c:15]([CH2:18][C:19](=[O:20])[O:21][CH2:22][CH3:23])[cH:16][cH:17]2)[o:3][c:4]2[c:5]([n:6]1)[cH:7][cH:8][cH:9][cH:10]2. The reactants are Cl.N1CC(C1)C=1C(=NC=CN1)N1CCC(CC1)CO ([1-(3-azetidin-3-yl-pyrazin-2-yl)-piperidin-4-yl]-methanol hydrochloride), ClC1=NC2=CC=C(C=C2C=C1)C (2-chloro-6-methyl-quinoline), C(=O)([O-])[O-].[Cs+].[Cs+] (Cs2CO3). Solvent: O (water), CN(C)C=O (DMF). Conditions: temperature 100 celsius, time 8 hour. Product: CC=1C=C2C=CC(=NC2=CC1)N1CC(C1)C=1C(=NC=CN1)N1CCC(CC1)CO ((1-{3-[1-(6-methyl-quinolin-2-yl)-azetidin-3-yl]-pyrazin-2-yl}-piperidin-4-yl)-methanol). Yield: 26.0%. RXN SMILES: Cl.[NH:2]1[CH2:5][CH:4]([C:6]2[C:7]([N:12]3[CH2:17][CH2:16][CH:15]([CH2:18][OH:19])[CH2:14][CH2:13]3)=[N:8][CH:9]=[CH:10][N:11]=2)[CH2:3]1.Cl[C:21]1[CH:30]=[CH:29][C:28]2[C:23](=[CH:24][CH:25]=[C:26]([CH3:31])[CH:27]=2)[N:22]=1.C([O-])([O-])=O.[Cs+].[Cs+]>CN(C=O)C.O>[CH3:31][C:26]1[CH:27]=[C:28]2[C:23](=[CH:24][CH:25]=1)[N:22]=[C:21]([N:2]1[CH2:5][CH:4]([C:6]3[C:7]([N:12]4[CH2:17][CH2:16][CH:15]([CH2:18][OH:19])[CH2:14][CH2:13]4)=[N:8][CH:9]=[CH:10][N:11]=3)[CH2:3]1)[CH:30]=[CH:29]2 |f:0.1,3.4.5|. Procedure details: To a solution of [1-(3-azetidin-3-yl-pyrazin-2-yl)-piperidin-4-yl]-methanol hydrochloride (284 mg, 1.0 mmol) and 2-chloro-6-methyl-quinoline (purchased from ALDRICH) (177 mg, 1.0 mmol) in DMF (15 mL) was added Cs2CO3 (650 mg, 2.0 mmol). The reaction mixture was stirred at 100° C. overnight. The reaction mixture was diluted with water, extracted with EtOAc (2×30 mL). The combined organic extracts were washed with water (20 mL) and brine (20 mL), dried over Na2SO4 and filtered. The filtrate was ev... Reactants: O=C([O-])[O-], COCCOC, Cl, CC(C)Cn1cnc(C#N)c1I, [K+], [K+], Nc1ccccc1B(O)O, O, Cl[Pd]Cl, c1ccc(P(c2ccccc2)c2ccccc2)cc1, c1ccc(P(c2ccccc2)c2ccccc2)cc1. Yields the product CC(C)Cn1cnc(C#N)c1-c1ccccc1N. RXN SMILES: [C:25](=[O:26])([O-:27])[O-:28].[CH3:31][O:32][CH2:33][CH2:34][O:35][CH3:36].[ClH:14].[I:1][c:2]1[c:3]([C:11]#[N:12])[n:4][cH:5][n:6]1[CH2:7][CH:8]([CH3:9])[CH3:10].[K+:29].[K+:30].[NH2:15][c:16]1[c:17]([B:22]([OH:23])[OH:24])[cH:18][cH:19][cH:20][cH:21]1.[OH2:13].[Pd:37]([Cl:38])[Cl:39].[c:40]1([P:41]([c:42]2[cH:43][cH:44][cH:45][cH:46][cH:47]2)[c:48]2[cH:49][cH:50][cH:51][cH:52][cH:53]2)[cH:54][cH:55][cH:56][cH:57][cH:58]1.[c:59]1([P:60]([c:61]2[cH:62][cH:63][cH:64][cH:65][cH:66]2)[c:67]2[cH:68][cH:69][cH:70][cH:71][cH:72]2)[cH:73][cH:74][cH:75][cH:76][cH:77]1>>[c:2]1(-[c:17]2[c:16]([NH2:15])[cH:21][cH:20][cH:19][cH:18]2)[c:3]([C:11]#[N:12])[n:4][cH:5][n:6]1[CH2:7][CH:8]([CH3:9])[CH3:10].